From a dataset of the Open Reaction Database (ORD), a public repository of structured organic reaction records. describe an organic reaction: reactants, conditions, products, and yield The product is COCCn1cc(-c2cccnc2F)sc1=NC(=O)C12CC3CC(CC(C3)C1)C2. As a reaction SMILES: [Br:1][c:2]1[cH:3][n:4]([CH2:20][CH2:21][O:22][CH3:23])[c:5](=[N:7][C:8](=[O:9])[C:10]23[CH2:11][CH:12]4[CH2:13][CH:14]([CH2:15][CH:16]([CH2:17]2)[CH2:18]4)[CH2:19]3)[s:6]1.[C:34](=[O:35])([O-:36])[O-:37].[CH3:40][O:41][CH2:42][CH2:43][O:44][CH3:45].[CH3:47][CH2:48][OH:49].[F:24][c:25]1[n:26][cH:27][cH:28][cH:29][c:30]1[B:31]([OH:32])[OH:33].[Na+:38].[Na+:39].[OH2:46]>>[c:2]1(-[c:30]2[c:25]([F:24])[n:26][cH:27][cH:28][cH:29]2)[cH:3][n:4]([CH2:20][CH2:21][O:22][CH3:23])[c:5](=[N:7][C:8](=[O:9])[C:10]23[CH2:11][CH:12]4[CH2:13][CH:14]([CH2:15][CH:16]([CH2:17]2)[CH2:18]4)[CH2:19]3)[s:6]1. Starting materials: COCCn1cc(Br)sc1=NC(=O)C12CC3CC(CC(C3)C1)C2, O=C([O-])[O-], COCCOC, CCO, OB(O)c1cccnc1F, [Na+], [Na+], O. The product is COC(=O)C1=C(C=O)NC(C)=C(P2(=O)OCCCO2)C1c1ccccc1C(F)(F)F. Reactants: COC(=O)C1=C(C(OC)OC)NC(C)=C(P2(=O)OCCCO2)C1c1ccccc1C(F)(F)F, CC(C)=O, Cl. As a reaction SMILES: [CH3:1][O:2][CH:3]([C:4]1=[C:9]([C:10](=[O:11])[O:12][CH3:13])[CH:8]([c:14]2[c:15]([C:20]([F:21])([F:22])[F:23])[cH:16][cH:17][cH:18][cH:19]2)[C:7]([P:24]2(=[O:30])[O:25][CH2:26][CH2:27][CH2:28][O:29]2)=[C:6]([CH3:31])[NH:5]1)[O:32][CH3:33].[CH3:35][C:36](=[O:37])[CH3:38].[ClH:34]>>[O:2]=[CH:3][C:4]1=[C:9]([C:10](=[O:11])[O:12][CH3:13])[CH:8]([c:14]2[c:15]([C:20]([F:21])([F:22])[F:23])[cH:16][cH:17][cH:18][cH:19]2)[C:7]([P:24]2(=[O:30])[O:25][CH2:26][CH2:27][CH2:28][O:29]2)=[C:6]([CH3:31])[NH:5]1. Starting materials: CNC1=C(C2=CC=CC=C2C=C1)N=O (2-methylamino-1-nitrosonaphthalene), C(C)OC1=CC=C(C=O)C=C1 (4-ethoxy benzaldehyde), O (water). Reagents/catalysts: [Pd] (Palladium-on-carbon). Solvent: C1(=CC=CC=C1)C (toluene), C1(=CC=CC=C1)C (toluene). Reaction conditions: time 1 hour. The product is CN1C(=NC2=C1C=CC1=CC=CC=C12)C1=CC=C(C=C1)OCC (3-methyl-2-(4-ethoxyphenyl)-3H-naphtho[1,2-d]imidazole). RXN SMILES: [CH3:1][NH:2][C:3]1[CH:12]=[CH:11][C:10]2[C:5](=[CH:6][CH:7]=[CH:8][CH:9]=2)[C:4]=1[N:13]=O.[CH2:15]([O:17][C:18]1[CH:25]=[CH:24][C:21]([CH:22]=O)=[CH:20][CH:19]=1)[CH3:16].O>C1(C)C=CC=CC=1.[Pd]>[CH3:1][N:2]1[C:3]2[CH:12]=[CH:11][C:10]3[C:5]([C:4]=2[N:13]=[C:22]1[C:21]1[CH:24]=[CH:25][C:18]([O:17][CH2:15][CH3:16])=[CH:19][CH:20]=1)=[CH:6][CH:7]=[CH:8][CH:9]=3. Procedure: A solution of 11.16 g (0.06 mole) of 2-methylamino-1-nitrosonaphthalene in 800 cc of toluene is hydrogenated at room temperature and at the atmospheric pressure in the presence of 3 g of Palladium-on-carbon. After one hour, when the theoretical amount of hydrogen has been consumed, 9 cc (0.06 mole) of 4-ethoxy benzaldehyde are added and the obtained reaction mixture is heated to the reflux temperature under an inert atmosphere for about 3 hours. The water which forms during the reaction distilla... Reactants: CCOC1=NS(=O)(=O)N=C1NC1c2cc(OC(F)(F)F)ccc2OC(C)(C)C1O, CC(C)N. Product: CC(C)NC1=NS(=O)(=O)N=C1NC1c2cc(OC(F)(F)F)ccc2OC(C)(C)C1O. Reaction SMILES: [CH2:1]([O:2][C:4]1=[N:8][S:7](=[O:9])(=[O:10])[N:6]=[C:5]1[NH:11][CH:12]1[CH:13]([OH:29])[C:14]([CH3:27])([CH3:28])[O:15][c:16]2[cH:17][cH:18][c:19]([O:22][C:23]([F:24])([F:25])[F:26])[cH:20][c:21]21)[CH3:3].[CH3:30][CH:31]([CH3:32])[NH2:33]>>[C:4]1([NH:33][CH:31]([CH3:30])[CH3:32])=[N:8][S:7](=[O:9])(=[O:10])[N:6]=[C:5]1[NH:11][CH:12]1[CH:13]([OH:29])[C:14]([CH3:27])([CH3:28])[O:15][c:16]2[cH:17][cH:18][c:19]([O:22][C:23]([F:24])([F:25])[F:26])[cH:20][c:21]21. Starting materials: NC=1C(=C(C(=CC1)F)C1=NNC=C1C1=CC(=NC=C1)NC)F ({4-[3-(3-amino-2,6-difluoro-phenyl)-1H-pyrazol-4-yl]-pyridin-2-yl}-methyl-amine), FC1=C(C=C(C=C1)F)S(=O)(=O)Cl (2,5-difluoro-benzenesulfonyl chloride). The solvent is N1=CC=CC=C1 (pyridine). Conditions: time 8 hour. Yields the product FC1=C(C=CC(=C1C1=NNC=C1C1=CC(=NC=C1)NC)F)NS(=O)(=O)C1=C(C=CC(=C1)F)F (N-{2,4-Difluoro-3-[4-(2-methylamino-pyridin-4-yl)-1H-pyrazol-3-yl]-phenyl}-2,5-difluoro-benzenesulfonamide). Reaction SMILES: [NH2:1][C:2]1[C:3]([F:22])=[C:4]([C:9]2[C:13]([C:14]3[CH:19]=[CH:18][N:17]=[C:16]([NH:20][CH3:21])[CH:15]=3)=[CH:12][NH:11][N:10]=2)[C:5]([F:8])=[CH:6][CH:7]=1.[F:23][C:24]1[CH:29]=[CH:28][C:27]([F:30])=[CH:26][C:25]=1[S:31](Cl)(=[O:33])=[O:32]>N1C=CC=CC=1>[F:22][C:3]1[C:4]([C:9]2[C:13]([C:14]3[CH:19]=[CH:18][N:17]=[C:16]([NH:20][CH3:21])[CH:15]=3)=[CH:12][NH:11][N:10]=2)=[C:5]([F:8])[CH:6]=[CH:7][C:2]=1[NH:1][S:31]([C:25]1[CH:26]=[C:27]([F:30])[CH:28]=[CH:29][C:24]=1[F:23])(=[O:33])=[O:32]. Procedure details: To a solution of {4-[3-(3-amino-2,6-difluoro-phenyl)-1H-pyrazol-4-yl]-pyridin-2-yl}-methyl-amine (144 mg, 0.48 mmol) in anhydrous pyridine (0.2 M), 2,5-difluoro-benzenesulfonyl chloride (64 μL, 0.48 mmol) was added and the reaction mixture was stirred at room temperature under nitrogen atmosphere overnight. The solvent was removed under reduced pressure and the residue was dissolved in ethyl acetate and washed with saturated aqueous NaHCO3. The organic layer was dried over anhydrous sodium sulfa... Reactants: FC(C1=NC(=CC(=C1C(=O)OCC)Cl)C(F)(F)F)(F)F (Ethyl 2,6-bis(trifluoromethyl)-4-chloro-3-pyridinecarboxylate), C(=O)([O-])[O-].[K+].[K+] (K2CO3), CC=1C=C(C=CC1[N+](=O)[O-])O (3-methyl-4-nitrophenol). Run in C(C(C)C)C(=O)C (methyl isobutyl ketone). The product is CC=1C=C(OC2=C(C(=NC(=C2)C(F)(F)F)C(F)(F)F)C(=O)OCC)C=CC1[N+](=O)[O-] (Ethyl 4-(3-methyl-4-nitrophenoxy)-2,6-bis(trifluoromethyl)-3-pyridinecarboxylate). Yield: 95.2%. RXN SMILES: [F:1][C:2]([F:20])([F:19])[C:3]1[C:8]([C:9]([O:11][CH2:12][CH3:13])=[O:10])=[C:7](Cl)[CH:6]=[C:5]([C:15]([F:18])([F:17])[F:16])[N:4]=1.C([O-])([O-])=O.[K+].[K+].[CH3:27][C:28]1[CH:29]=[C:30]([OH:37])[CH:31]=[CH:32][C:33]=1[N+:34]([O-:36])=[O:35]>C(C(C)=O)C(C)C>[CH3:27][C:28]1[CH:29]=[C:30]([CH:31]=[CH:32][C:33]=1[N+:34]([O-:36])=[O:35])[O:37][C:7]1[CH:6]=[C:5]([C:15]([F:18])([F:17])[F:16])[N:4]=[C:3]([C:2]([F:20])([F:19])[F:1])[C:8]=1[C:9]([O:11][CH2:12][CH3:13])=[O:10] |f:1.2.3|. Reported procedure: This product was prepared as described in Example 31: 7.0 g (0.022 mol) of product of Example 19, 3.31 g (0.024 mol) of K2CO3, 3.33 g (0.022 mol) of 3-methyl-4-nitrophenol in 75 ml of methyl isobutyl ketone were reacted affording 9.18 g of an oil. Purification by HPLC using 5% ethyl acetate/cyclohexane as eluting solvent gave 5.31 g (55.1%) of product as a yellow solid; mp 55°-57° C. The reactants are ClC(C(=O)C=1C=C(C(=CC1)OC)CC(=O)O)C (3-[(2-Chloro)propionyl]-6-methoxyphenyl acetic acid), [Na] (sodium), CC(C)(C)S (2-methyl-2-propanethiol), [H-].[Na+] (sodium hydride). Run in O1CCCC1 (tetrahydrofuran), C1CCOC1 (THF), O (H2O). Conditions: temperature 0 celsius, time 18 hour. Product: C(C)(C)(C)SC(C)(C)C (t-butyl thioether). RXN SMILES: [Na].[CH3:2][C:3]([SH:6])([CH3:5])[CH3:4].[H-].[Na+].ClC(C)[C:11]([C:13]1[CH:14]=C(CC(O)=O)C(OC)=C[CH:18]=1)=O>C1COCC1.O>[C:3]([S:6][C:13]([CH3:14])([CH3:18])[CH3:11])([CH3:5])([CH3:4])[CH3:2] |f:2.3,^1:0|. Reported procedure: To a 50 mL round bottom flask containing 0.9 grams (8.82 mmole) of the sodium salt of 2-methyl-2-propanethiol was added 0.25 grams of sodium hydride (11.3 mmole) and the resulting mixture placed under vacuum and then under a nitrogen atmosphere. To the mixture was then added 15 mL of anhydrous tetrahydrofuran and the mixture cooled to 0° C. To the cooled mixture was added 1.5 grams (5.84 mmole) of 9 dissolved in 15 mL of anhydrous THF over a period of 10 minutes. After addition, the reaction mix...